This data is from the Open Reaction Database (ORD), a public repository of structured organic reaction records. The task is: describe an organic reaction: reactants, conditions, products, and yield Reaction SMILES: [C:1]1([P:7]([C:21]2[CH:26]=[CH:25][CH:24]=[CH:23][CH:22]=2)([C:15]2[CH:20]=[CH:19][CH:18]=[CH:17][CH:16]=2)=[C:8]2[CH2:12][C:11](=[O:13])[O:10][C:9]2=[O:14])[CH:6]=[CH:5][CH:4]=[CH:3][CH:2]=1.[OH2:27]>>[C:21]1([P:7]([C:1]2[CH:2]=[CH:3][CH:4]=[CH:5][CH:6]=2)([C:15]2[CH:16]=[CH:17][CH:18]=[CH:19][CH:20]=2)=[C:8]([CH2:12][C:11]([OH:10])=[O:13])[C:9]([OH:14])=[O:27])[CH:22]=[CH:23][CH:24]=[CH:25][CH:26]=1. The reactants are C1(=CC=CC=C1)P(=C1C(OC(C1)=O)=O)(C1=CC=CC=C1)C1=CC=CC=C1 (3-triphenylphosphoranylidene dihydro-2,5-furandione), O (water). Procedure details: The title compound was prepared by stirring 3-triphenylphosphoranylidene dihydro-2,5-furandione (5.0 g, 0.014 mole) for 48 hours in 100 ml water. The solid residue was isolated by filtration and air-dried to give essentially quantitative yields of a product as a white crystalline solid whose IR spectrum and elemental analysis corresponded to the structure ##STR8## Product: C1(=CC=CC=C1)P(=C(C(=O)O)CC(=O)O)(C1=CC=CC=C1)C1=CC=CC=C1 (2-Triphenylphosphoranylidene-1,4-butanedioic Acid), product. Reported procedure: The titled compound was prepared from N-(2-pyridyl)-o-phenylenediamine and (E)-3-(3-furyl)acryloyl chloride (Shizuri, Y.; Ojika, M.; Yamada, K. Tetrahedron Lett., 1981, 22, 4291) according to the preparation of (E)-1-(2-pyridyl)-2-styryl-1H-benzimidazole (Example 1, method A). MW: 287.32; mp: 162.5-164.0° C.; 1H-NMR (CDCl3) δ: 8.79-8.75 (1H, m), 7.99 (1H ddd, J=7.7, 7.7, 1.8 Hz), 7.87 (1H, d, J=15.8 Hz), 7.83-7.78 (1H, m), 7.64-7.62 (1H, m), 7.53-7.39 (4H, m), 7.37-7.22 (2H, m), 6.85 (1H, d, J=1... The product is O1C=C(C=C1)/C=C/C1=NC2=C(N1C1=NC=CC=C1)C=CC=C2 ((E)-2-[2-(3-Furyl)ethenyl]-1-(2-pyridyl)-1H-benzimidazole). Starting materials: N1=C(C=CC=C1)NC1=C(C=CC=C1)N (N-(2-pyridyl)-o-phenylenediamine), O1C=C(C=C1)/C=C/C(=O)Cl ((E)-3-(3-furyl)acryloyl chloride), N1=C(C=CC=C1)N1C(=NC2=C1C=CC=C2)\C=C\C2=CC=CC=C2 ((E)-1-(2-pyridyl)-2-styryl-1H-benzimidazole). As a reaction SMILES: [N:1]1[CH:6]=[CH:5][CH:4]=[CH:3][C:2]=1[NH:7][C:8]1[CH:13]=[CH:12][CH:11]=[CH:10][C:9]=1[NH2:14].[O:15]1[CH:19]=[CH:18][C:17](/[CH:20]=[CH:21]/[C:22](Cl)=O)=[CH:16]1.N1C=CC=CC=1N1C2C=CC=CC=2N=C1/C=C/C1C=CC=CC=1>>[O:15]1[CH:19]=[CH:18][C:17](/[CH:20]=[CH:21]/[C:22]2[N:7]([C:2]3[CH:3]=[CH:4][CH:5]=[CH:6][N:1]=3)[C:8]3[CH:13]=[CH:12][CH:11]=[CH:10][C:9]=3[N:14]=2)=[CH:16]1. Yields the product O=CCn1c(=O)cnc2ccc(F)cc21. As a reaction SMILES: [CH2:22]1[O:23][CH2:24][CH2:25][O:26][CH2:27]1.[F:1][c:2]1[cH:3][cH:4][c:5]2[n:6][cH:7][c:8](=[O:15])[n:9]([CH2:12][CH:13]=[CH2:14])[c:10]2[cH:11]1.[I+3:16]([O-:17])([O-:18])([O-:19])[O-:20].[Na+:21].[OH2:28]>>[F:1][c:2]1[cH:3][cH:4][c:5]2[n:6][cH:7][c:8](=[O:15])[n:9]([CH2:12][CH:13]=[O:17])[c:10]2[cH:11]1. Reactants: C1COCCO1, C=CCn1c(=O)cnc2ccc(F)cc21, [O-][I+3]([O-])([O-])[O-], [Na+], O. Reactants: CC(C)(C)OC(=O)N1CCC(N)CC1, CC#N, CCOC(C)=O, O=c1cc(O)c2cc(Cl)ccc2n1Cc1ccncc1, O=S(=O)(N(c1ccccc1)S(=O)(=O)C(F)(F)F)C(F)(F)F, [H-], [Na+], O=c1ccc2ccccc2[nH]1. The product is CC(C)(C)OC(=O)N1CCC(Nc2cc(=O)n(Cc3ccncc3)c3ccc(Cl)cc23)CC1. RXN SMILES: [C:55]([CH3:56])([CH3:57])([CH3:58])[O:59][C:60](=[O:61])[N:62]1[CH2:63][CH2:64][CH:65]([NH2:68])[CH2:66][CH2:67]1.[CH3:69][C:70]#[N:71].[CH3:72][CH2:73][O:74][C:75](=[O:76])[CH3:77].[Cl:1][c:2]1[cH:3][c:4]2[c:5]([OH:20])[cH:6][c:7](=[O:19])[n:8]([CH2:12][c:13]3[cH:14][cH:15][n:16][cH:17][cH:18]3)[c:9]2[cH:10][cH:11]1.[F:23][C:24]([F:25])([F:26])[S:27]([N:28]([c:29]1[cH:30][cH:31][cH:32][cH:33][cH:34]1)[S:35]([C:36]([F:37])([F:38])[F:39])(=[O:40])=[O:41])(=[O:42])=[O:43].[H-:21].[Na+:22].[nH:44]1[c:45]2[c:46]([cH:47][cH:48][cH:49][cH:50]2)[cH:51][cH:52][c:53]1=[O:54]>>[Cl:1][c:2]1[cH:3][c:4]2[c:5]([NH:68][CH:65]3[CH2:64][CH2:63][N:62]([C:60]([O:59][C:55]([CH3:56])([CH3:57])[CH3:58])=[O:61])[CH2:67][CH2:66]3)[cH:6][c:7](=[O:19])[n:8]([CH2:12][c:13]3[cH:14][cH:15][n:16][cH:17][cH:18]3)[c:9]2[cH:10][cH:11]1. The reactants are CCCCC([SnH3])=C(CCCC)CCCC, CN(C)C=O, [Cl-], COc1nc2cc(Cl)c(Cl)c(I)c2nc1OC, [Li+]. Yields the product C=Cc1c(Cl)c(Cl)cc2nc(OC)c(OC)nc12. RXN SMILES: [CH2:18]([CH2:19][CH2:31][CH3:32])[C:20]([SnH3:21])=[C:22]([CH2:23][CH2:24][CH2:25][CH3:26])[CH2:27][CH2:28][CH2:29][CH3:30].[CH3:35][N:36]([CH3:37])[CH:38]=[O:39].[Cl-:34].[Cl:1][c:2]1[c:3]([I:17])[c:4]2[n:5][c:6]([O:15][CH3:16])[c:7]([O:13][CH3:14])[n:8][c:9]2[cH:10][c:11]1[Cl:12].[Li+:33]>>[Cl:1][c:2]1[c:3]([CH:18]=[CH2:19])[c:4]2[n:5][c:6]([O:15][CH3:16])[c:7]([O:13][CH3:14])[n:8][c:9]2[cH:10][c:11]1[Cl:12].